From a dataset of the Open Reaction Database (ORD), a public repository of structured organic reaction records. describe an organic reaction: reactants, conditions, products, and yield Reactants: COC1=CC=C(CN2N=NC3=C2C(C=2C=NN=CC2C3=O)=O)C=C1 (1-(4-methoxybenzyl)-1H-[1,2,3]triazolo[4,5-g]phthalazin-4,9-dione). The solvent is C(=O)(C(F)(F)F)O (TFA). Yields the product N1N=NC2=C1C(C=1C=NN=CC1C2=O)=O (1H-[1,2,3]triazolo[4,5-g]phthalazin-4,9-dione). The yield is 57.8%. RXN SMILES: COC1C=CC(C[N:8]2[C:12]3[C:13](=[O:22])[C:14]4[CH:15]=[N:16][N:17]=[CH:18][C:19]=4[C:20](=[O:21])[C:11]=3[N:10]=[N:9]2)=CC=1>C(O)(C(F)(F)F)=O>[NH:8]1[C:12]2[C:13](=[O:22])[C:14]3[CH:15]=[N:16][N:17]=[CH:18][C:19]=3[C:20](=[O:21])[C:11]=2[N:10]=[N:9]1. Procedure: 415 mg (1.29 mmol) of 1-(4-methoxybenzyl)-1H-[1,2,3]triazolo[4,5-g]phthalazin-4,9-dione was dissolved in 30 ml of TFA and refluxed for 2 days. TFA was removed under reduced pressure and 100 ml of 1M NaOH was added to residue, followed by washing with ethyl acetate. The resulting aqueous layer was acidified to pH 1 with HCl, and extracted with ethyl acetate. 150 mg of light brown powder was obtained by drying and concentrating the organic layer (yield 58%). Reactants: FC=1C=CC2=C(C1)C1(C(C(CC1)C(=O)OC)=O)CCO2 (Methyl 6-fluoro-2,3-dihydro-2'-oxo-Spiro[4H-benzopyran-4,1'-cyclopentane]-3'-carboxylate). Run in Cl (HCl), Cl (HCl). Yields the product FC=1C=CC2=C(C1)C1(C(CCC1)=O)CCO2 (6-fluoro-2,3-dihydro-2'-oxo-spiro[4H-benzopyran-4,1'-cyclopentane]). Reaction SMILES: [F:1][C:2]1[CH:3]=[CH:4][C:5]2[O:20][CH2:19][CH2:18][C:8]3([CH2:12][CH2:11][CH:10](C(OC)=O)[C:9]3=[O:17])[C:6]=2[CH:7]=1>Cl>[F:1][C:2]1[CH:3]=[CH:4][C:5]2[O:20][CH2:19][CH2:18][C:8]3([CH2:12][CH2:11][CH2:10][C:9]3=[O:17])[C:6]=2[CH:7]=1. Procedure: A mixture of 10.6 g (0.038 mol) of Methyl 6-fluoro-2,3-dihydro-2'-oxo-Spiro[4H-benzopyran-4,1'-cyclopentane]-3'-carboxylate in 280 ml of 1N HCl containing 8 ml of concentrated HCl was heated at reflux for 3 hours. The reaction was cooled to room temperature and extracted twice with EtOAc. The combined extracts were dried over NaSO4 and filtered. The filtrate was evaporated in vacuo to a solid residue (5.7 g, 68%) which was recrystallized from petroleum ether: m.p. 49°-51° C. NMR (CDCl3) (delta) ... Reactants: ClC1=C(C=CC(=C1)Cl)/C=C/C(=O)OCC (ethyl (2E)-3-(2,4-dichlorophenyl)acrylate), [H-].C(C(C)C)[Al+]CC(C)C (diisobutylaluminium hydride), [Cl-].[NH4+] (Ammonium chloride), CO (methanol). Solvent: O1CCCC1 (tetrahydrofuran). Reaction conditions: temperature -78 celsius, time 15 minute. The product is ClC1=C(C=CC(=C1)Cl)/C=C/CO ((2E)-3-(2,4-dichlorophenyl)prop-2-en-1-ol). Yield: 83.5%. As a reaction SMILES: [Cl:1][C:2]1[CH:7]=[C:6]([Cl:8])[CH:5]=[CH:4][C:3]=1/[CH:9]=[CH:10]/[C:11](OCC)=[O:12].[H-].C([Al+]CC(C)C)C(C)C.CO.[Cl-].[NH4+]>O1CCCC1>[Cl:1][C:2]1[CH:7]=[C:6]([Cl:8])[CH:5]=[CH:4][C:3]=1/[CH:9]=[CH:10]/[CH2:11][OH:12] |f:1.2,4.5|. Procedure: To a stirred solution of ethyl (2E)-3-(2,4-dichlorophenyl)acrylate (11.3 g, 46 mmol) in tetrahydrofuran at −10° C. was added diisobutylaluminium hydride (1.0 M in toluene, 100 ml, 0.11 mol) dropwise. After addition was complete, the reaction was cooled to −78° C. and methanol (40 ml) added dropwise. Ammonium chloride (sat. aq., 70 ml) was then added and the reaction allowed to warm to 0° C. After 15 min at 0° C. the reaction was allowed to warm to room temperature and stirred for 1 h. The mixtur...